From a dataset of the Open Reaction Database (ORD), a public repository of structured organic reaction records. describe an organic reaction: reactants, conditions, products, and yield The reactants are C(CCCCCCCCCCC)C1=CC=C(C=C1)S(=O)(=O)O (4-dodecylbenzenesulphonic acid), C1(CCCCC1)C1=CC=C(C=C1)S(=O)(=O)O (4-cyclohexylbenzenesulphonic acid). Yields the product C(CCCCCCCCCCC)C1=C(C=CC=C1)S(=O)(=O)O (2-dodecylbenzenesulphonic acid). As a reaction SMILES: [CH2:1]([C:13]1[CH:18]=[CH:17][C:16](S(O)(=O)=O)=[CH:15][CH:14]=1)[CH2:2][CH2:3][CH2:4][CH2:5][CH2:6][CH2:7][CH2:8][CH2:9][CH2:10][CH2:11][CH3:12].C1(C2C=CC([S:35]([OH:38])(=[O:37])=[O:36])=CC=2)CCCCC1>>[CH2:1]([C:13]1[CH:14]=[CH:15][CH:16]=[CH:17][C:18]=1[S:35]([OH:38])(=[O:37])=[O:36])[CH2:2][CH2:3][CH2:4][CH2:5][CH2:6][CH2:7][CH2:8][CH2:9][CH2:10][CH2:11][CH3:12]. Procedure: 4-dodecylbenzenesulphonic acid: 4-cyclohexylbenzenesulphonic acid;